This data is from the Open Reaction Database (ORD), a public repository of structured organic reaction records. The task is: describe an organic reaction: reactants, conditions, products, and yield The reactants are C(#N)C1(CCN(CC1)C(=O)OC(C)(C)C)C=1C=NC=CC1 (tert-butyl 4-cyano-4-(pyridin-3-yl)piperidine-1-carboxylate), [OH-].[Na+] (NaOH), CO (MeOH), CO (MeOH). The solvent is C(C)O (ethanol). Product: C(C)(C)(C)OC(=O)N1CCC(CC1)(C(=O)O)C=1C=NC=CC1 (1-(tert-Butoxycarbonyl)-4-(pyridin-3-yl)piperidine-4-carboxylic acid). As a reaction SMILES: [C:1]([C:3]1([C:16]2[CH:17]=[N:18][CH:19]=[CH:20][CH:21]=2)[CH2:8][CH2:7][N:6]([C:9]([O:11][C:12]([CH3:15])([CH3:14])[CH3:13])=[O:10])[CH2:5][CH2:4]1)#N.[OH-:22].[Na+].C[OH:25]>C(O)C>[C:12]([O:11][C:9]([N:6]1[CH2:7][CH2:8][C:3]([C:16]2[CH:17]=[N:18][CH:19]=[CH:20][CH:21]=2)([C:1]([OH:25])=[O:22])[CH2:4][CH2:5]1)=[O:10])([CH3:15])([CH3:14])[CH3:13] |f:1.2|. Reported procedure: A flask was charged with tert-butyl 4-cyano-4-(pyridin-3-yl)piperidine-1-carboxylate (7.5 g, 26.1 mmol) and NaOH (50% in water, 100 mL) in ethanol (100 ml) and heated at reflux for 6 h. The ethanol was removed, and the resulting solution was acidified to pH=5 using concentrated hydrochloric acid. The desired product was collected by filtration, and dried overnight to yield 4.1 g (51%). Mass Spec.: 307.18 (MH)+. LC tr=1.31 min (Phenomenex-Luna 4.6×50 mm S10, 10% MeOH/90% H2O/0.1% TFA→90% MeOH/10%... Starting materials: [BH4-], CC(=O)[O-], CC(=O)[O-], COC(OC)C1(C)Oc2ccc([N+](=O)[O-])cc2C(N(Cc2ncc[nH]2)c2ccc(Cl)cc2)C1O, CCOC(C)=O, CO, [Cu+2], [Na+]. Product: COC(OC)C1(C)Oc2ccc(N)cc2C(N(Cc2ncc[nH]2)c2ccc(Cl)cc2)C1O. RXN SMILES: [BH4-:35].[C:45]([O-:46])(=[O:47])[CH3:48].[C:50]([O-:51])(=[O:52])[CH3:53].[CH3:1][O:2][CH:3]([C:4]1([CH3:32])[O:5][c:6]2[c:7]([cH:25][c:26]([N+:29]([O-:30])=[O:31])[cH:27][cH:28]2)[CH:8]([N:11]([CH2:12][c:13]2[nH:14][cH:15][cH:16][n:17]2)[c:18]2[cH:19][cH:20][c:21]([Cl:24])[cH:22][cH:23]2)[CH:9]1[OH:10])[O:33][CH3:34].[CH3:37][CH2:38][O:39][C:40](=[O:41])[CH3:42].[CH3:43][OH:44].[Cu+2:49].[Na+:36]>>[CH3:1][O:2][CH:3]([C:4]1([CH3:32])[O:5][c:6]2[c:7]([cH:25][c:26]([NH2:29])[cH:27][cH:28]2)[CH:8]([N:11]([CH2:12][c:13]2[nH:14][cH:15][cH:16][n:17]2)[c:18]2[cH:19][cH:20][c:21]([Cl:24])[cH:22][cH:23]2)[CH:9]1[OH:10])[O:33][CH3:34].